The task is: describe an organic reaction: reactants, conditions, products, and yield. This data is from the Open Reaction Database (ORD), a public repository of structured organic reaction records. Starting materials: [N+](=O)([O-])C1=CC=C(C=CC(=O)O)C=C1 (4-nitrocinnamic acid), [O-]CC.[Na+] (sodium ethoxide), [Na] (sodium), Cl.NO (hydroxylamine hydrochloride). The solvent is CCO (EtOH), O (water). Yields the product NC(CC(=O)O)C1=CC=C(C=C1)[N+](=O)[O-] (3-Amino-3-(4-nitrophenyl)propanoic acid). Yield: 49.1%. Reaction SMILES: [O-]CC.[Na+].[Na].Cl.[NH2:7]O.[N+:9]([C:12]1[CH:22]=[CH:21][C:15]([CH:16]=[CH:17][C:18]([OH:20])=[O:19])=[CH:14][CH:13]=1)([O-:11])=[O:10]>O.CCO>[NH2:7][CH:16]([C:15]1[CH:14]=[CH:13][C:12]([N+:9]([O-:11])=[O:10])=[CH:22][CH:21]=1)[CH2:17][C:18]([OH:20])=[O:19] |f:0.1,3.4,^1:4|. Procedure: To a hot solution of sodium ethoxide prepared from sodium (9.33 g, 405 mmol) and EtOH (330 ml) was added a hot solution of hydroxylamine hydrochloride (28.17 g, 405 mmol) in water (18 ml). A white precipitate was formed immediately. The mixture was cooled rapidly and the solid removed by filtration and washed with EtOH (40 ml). The filtrate was then returned to the reaction flask and 4-nitrocinnamic acid (30 g, 155 mmol) was added. The mixture was heated to reflux overnight. The resulting mixtur...